From a dataset of the Open Reaction Database (ORD), a public repository of structured organic reaction records. describe an organic reaction: reactants, conditions, products, and yield The reactants are CC#N, NC1CCC1, CSC(Nc1cc(Cl)cc(Cl)c1)=C(C#N)S(=O)(=O)c1ccc(Cl)cc1. Product: N#CC(=C(Nc1cc(Cl)cc(Cl)c1)NC1CCC1)S(=O)(=O)c1ccc(Cl)cc1. Reaction SMILES: [CH3:31][C:32]#[N:33].[CH:26]1([NH2:30])[CH2:27][CH2:28][CH2:29]1.[Cl:1][c:2]1[cH:3][cH:4][c:5]([S:8](=[O:9])(=[O:10])[C:11]([C:12]#[N:13])=[C:14]([S:15][CH3:16])[NH:17][c:18]2[cH:19][c:20]([Cl:25])[cH:21][c:22]([Cl:24])[cH:23]2)[cH:6][cH:7]1>>[Cl:1][c:2]1[cH:3][cH:4][c:5]([S:8](=[O:9])(=[O:10])[C:11]([C:12]#[N:13])=[C:14]([NH:17][c:18]2[cH:19][c:20]([Cl:25])[cH:21][c:22]([Cl:24])[cH:23]2)[NH:30][CH:26]2[CH2:27][CH2:28][CH2:29]2)[cH:6][cH:7]1. Procedure details: Into a 100 ml three necked flask, 10 g (0.04 mol) of the 4-methoxy-3,5,6-trifluorophthalic acid prepared in Example 22 and 14.2 g (0.04 mol) of trioctylamine were charged, and the mixture was reacted at 140° C. for 4 hours with stirring. After completion of the reaction, 30 ml of a 20% sodium hydroxide aqueous solution was added thereto and stirred. The aqueous phase was separated and neutralized with a 10% hydrochloric acid aqueous solution and extracted with ethyl acetate. Then, the solvent wa... As a reaction SMILES: [CH3:1][O:2][C:3]1[C:4]([F:17])=[C:5]([C:14]([OH:16])=[O:15])[C:6](=[C:10]([F:13])[C:11]=1[F:12])C(O)=O.C(N(CCCCCCCC)CCCCCCCC)CCCCCCC.[OH-].[Na+]>>[CH3:1][O:2][C:3]1[C:4]([F:17])=[C:5]([CH:6]=[C:10]([F:13])[C:11]=1[F:12])[C:14]([OH:16])=[O:15] |f:2.3|. Run in three. The reactants are COC=1C(=C(C(C(=O)O)=C(C1F)F)C(=O)O)F (4-methoxy-3,5,6trifluorophthalic acid), C(CCCCCCC)N(CCCCCCCC)CCCCCCCC (trioctylamine), [OH-].[Na+] (sodium hydroxide). Yield: 87.0%. Yields the product COC=1C(=C(C(=O)O)C=C(C1F)F)F (3-methoxy-2,4,5-triflourobenzoic acid). Reactants: C#CCBr, C1CCOC1, [H-], [Na+], OCCOCCO. Product: C#CCOCCOCCO. RXN SMILES: [CH2:10]([C:11]#[CH:12])[Br:13].[CH2:14]1[O:15][CH2:16][CH2:17][CH2:18]1.[H-:1].[Na+:2].[OH:3][CH2:4][CH2:5][O:6][CH2:7][CH2:8][OH:9]>>[O:3]([CH2:4][CH2:5][O:6][CH2:7][CH2:8][OH:9])[CH2:12][C:11]#[CH:10]. Product: FC1=C(C(=CC(=C1)F)F)C1(OC1)C (2-(2,4,6-trifluorophenyl)-2-methyloxirane). RXN SMILES: CS(C)=O.[H-].[Na+].[I-].[CH3:8][S+](C)C.[F:12][C:13]1[CH:18]=[C:17]([F:19])[CH:16]=[C:15]([F:20])[C:14]=1[C:21](=[O:23])[CH3:22]>C1COCC1>[F:12][C:13]1[CH:18]=[C:17]([F:19])[CH:16]=[C:15]([F:20])[C:14]=1[C:21]1([CH3:8])[CH2:22][O:23]1 |f:1.2,3.4|. Reaction conditions: temperature 65 celsius, time 10 minute. Solvent: C1CCOC1 (THF), C1CCOC1 (THF). Procedure: The title compound was prepared by following general procedure 3. DMSO was added to NaH (1 equiv.) and heated to 65° C. for 1 h. THF was added at the same temperature and heated for another 10 min. After 10 min., the reaction mixture was cooled to 0° C. Trimethylsulfonium iodide (1 equiv.) was added and stirred for 10 min. after which the solution of 1-(2,4,6-trifluorophenyl)ethanone (1 equiv.) in THF was added dropwise. After completion of this addition, the reaction mixture was stirred at RT f... Starting materials: FC1=C(C(=CC(=C1)F)F)C(C)=O (1-(2,4,6-trifluorophenyl)ethanone), ice water, CS(=O)C (DMSO), [H-].[Na+] (NaH), [I-].C[S+](C)C (Trimethylsulfonium iodide).